This data is from the Open Reaction Database (ORD), a public repository of structured organic reaction records. The task is: describe an organic reaction: reactants, conditions, products, and yield Reactants: ClC1=NC=C(C(=C1)C)[N+](=O)[O-] (2-Chloro-4-methyl-5-nitropyridine), CC(=O)O (AcOH). Reported procedure: 2-Chloro-4-methyl-5-nitropyridine (1 g, 5.8 mmol) was dissolved in EtOH (60 mL). AcOH (4 mL) and Fe (5 eq.) were added and the mixture was refluxed at 80° C. overnight. The mixture was filtered through celite and reduced under vacuum to afford the crude 5-amino-2-chloro-4-methylpyridine which was used in the next step with no further purification. The amine was dissolved in conc. HCl (6 mL), transferred to a 3-neck round bottom flask, and cooled to −5° C. A solution of NaNO2/H2O (440 mgs/5 mL) w... Conditions: temperature 80 celsius. Product: NC=1C(=CC(=NC1)Cl)C (5-amino-2-chloro-4-methylpyridine). As a reaction SMILES: [Cl:1][C:2]1[CH:7]=[C:6]([CH3:8])[C:5]([N+:9]([O-])=O)=[CH:4][N:3]=1.CC(O)=O>CCO.[Fe]>[NH2:9][C:5]1[C:6]([CH3:8])=[CH:7][C:2]([Cl:1])=[N:3][CH:4]=1. Solvent: CCO (EtOH). Reagents/catalysts: [Fe] (Fe). The reactants are CC(=O)OC(C)=O, ClCCl, Nc1ccc(Cl)c([N+](=O)[O-])c1. The product is CC(=O)Nc1ccc(Cl)c([N+](=O)[O-])c1. As a reaction SMILES: [CH3:12][C:13](=[O:14])[O:15][C:16](=[O:17])[CH3:18].[Cl:19][CH2:20][Cl:21].[Cl:1][c:2]1[c:3]([N+:9](=[O:10])[O-:11])[cH:4][c:5]([NH2:6])[cH:7][cH:8]1>>[Cl:1][c:2]1[c:3]([N+:9](=[O:10])[O-:11])[cH:4][c:5]([NH:6][C:13]([CH3:12])=[O:14])[cH:7][cH:8]1. Reaction SMILES: C[N:2]1[CH2:7][CH2:6][O:5][CH2:4]C1.[C:8]1(=[O:25])[N:12]([C@@H:13]([CH2:17][CH:18]=[CH2:19])[C:14]([OH:16])=O)[C:11](=[O:20])[C:10]2=[CH:21][CH:22]=[CH:23][CH:24]=[C:9]12.S(=O)(=O)(O)[O-:27].[K+].[OH:32][C:33]1C2N=NNC=2[CH:36]=[CH:35][CH:34]=1>CN(C)C=O.C(Cl)Cl.C(OCC)(=O)C>[C:11]1(=[O:20])[N:12]([CH:13]([CH2:17][CH:18]=[CH2:19])[C:14]([NH:2][CH:7]([CH2:36][CH2:35][CH2:34][CH2:33][OH:32])[C:6]([O:5][CH3:4])=[O:27])=[O:16])[C:8](=[O:25])[C:9]2=[CH:24][CH:23]=[CH:22][CH:21]=[C:10]12 |f:2.3|. The reactants are C1(C=2C(C(N1[C@H](C(=O)O)CC=C)=O)=CC=CC2)=O ((S)-2-phthalimido-4-pentenoic acid), salt, ( a ), S([O-])(O)(=O)=O.[K+] (potassium bisulfate), CN1CCOCC1 (4-methyl morpholine), ethyl-3-(3-dimethylamino) propyl carbodiimide, hydrochloride salt, OC1=CC=CC=2NN=NC21 (hydroxybenzotriazole). Reaction conditions: temperature 0 celsius, time 2 hour. Product: C1(C=2C(C(N1C(C(=O)NC(C(=O)OC)CCCCO)CC=C)=O)=CC=CC2)=O (2-[(2-Phthalimido-1-oxo-4-pentenyl)amino]-6-hydroxyhexanoic acid, methyl ester). Reported procedure: A slurry of (S)-2-amino-6-hydroxyhexanoic acid (2.42 g., 16.4 mmole) in dry methanol (60 ml.) was treated with gaseous hydrogen chloride until the mixture began to reflux. The homogeneous solution was then stirred at room temperature for 2.5 hours. The solvent was stripped and the residue azeotroped three times with toluene to give crude (S)-2-amino-6-hydroxyhexanoic acid, methyl ester, hydrochloride salt as an oil. This oil was dissolved in dimethylformamide (20 ml.) and methylene chloride (50 ... The solvent is CN(C=O)C (dimethylformamide), C(Cl)Cl (methylene chloride), C(C)(=O)OCC (ethyl acetate), C(Cl)Cl (methylene chloride). Reactants: C(#N)C=1C(NC2=CC=CC=C2C1)=O (3-cyano-2-[1H]-quinolone), BrBr (bromine). Run in C(C)(=O)O (acetic acid), C(C)(=O)O (acetic acid). Yields the product C(#N)C=1C(NC2=CC=C(C=C2C1)Br)=O (3-cyano-6-bromo-2-[1H]-quinolone). Reaction SMILES: [C:1]([C:3]1[C:4](=[O:13])[NH:5][C:6]2[C:11]([CH:12]=1)=[CH:10][CH:9]=[CH:8][CH:7]=2)#[N:2].[Br:14]Br>C(O)(=O)C>[C:1]([C:3]1[C:4](=[O:13])[NH:5][C:6]2[C:11]([CH:12]=1)=[CH:10][C:9]([Br:14])=[CH:8][CH:7]=2)#[N:2]. Procedure details: A suspension of 3-cyano-2-[1H]-quinolone (13.3 g) in acetic acid (130 cm3) was treated at room temperature with a solution of bromine (4.1 cm3) in acetic acid (10 cm3). After heating under reflux for 4 hours the mixture was cooled to room temperature, filtered, and the solid washed with ethanol to give 3-cyano-6-bromo-2-[1H]-quinolone (14.63 g), a small quantity of which was recrystallised from ethanol, m.p. 308°-311°. Reactants: C(=O)(OCC)C1=C(C=CC(=C1)NC(=O)C=1SC(=CC1)C)O (2-carbethoxy 4-(5-methyl-2-thiophene carboxamido)phenol), C(Cl)C1CO1 (epichlorohydrin). Reagents/catalysts: [Cl-].C(C1=CC=CC=C1)[N+](C)(C)C (benzyltrimethylammonium chloride). Run in O (water). Conditions: temperature 110 celsius. Yields the product C(=O)(OCC)C1=C(OCC2CO2)C=CC(=C1)NC(=O)C=1SC(=CC1)C (1-[2-carbethoxy 4-(5-methyl 2-thiophene carboxamido)phenoxy]2,3-epoxy propane). Reaction SMILES: [C:1]([C:6]1[CH:11]=[C:10]([NH:12][C:13]([C:15]2[S:16][C:17]([CH3:20])=[CH:18][CH:19]=2)=[O:14])[CH:9]=[CH:8][C:7]=1[OH:21])([O:3][CH2:4][CH3:5])=[O:2].[CH2:22]([CH:24]1[O:26][CH2:25]1)Cl>[Cl-].C([N+](C)(C)C)C1C=CC=CC=1.O>[C:1]([C:6]1[CH:11]=[C:10]([NH:12][C:13]([C:15]2[S:16][C:17]([CH3:20])=[CH:18][CH:19]=2)=[O:14])[CH:9]=[CH:8][C:7]=1[O:21][CH2:22][CH:24]1[O:26][CH2:25]1)([O:3][CH2:4][CH3:5])=[O:2] |f:2.3|. Procedure details: In a flask, the mixture of 35 g of 2-carbethoxy 4-(5-methyl-2-thiophene carboxamido)phenol and 175 ml of epichlorohydrin, is heated to 110° C., then 2.9 g of benzyltrimethylammonium chloride are introduced. The reaction mixture is then heated to reflux for 30 mins., then cooled. Once the temperature of the medium has dropped again to 50° C., 200 ml of water are added and the mixture is stirred strongly. After decantation, the aqueous phase is extracted twice with ether and the organic phases are... The reactants are O=C([O-])O, CC#N, O=C(O)c1cc(-c2ccc(F)cc2F)cc(I)c1O, Oc1c(F)c(F)c(F)c(F)c1F, [NH4+], O. Yields the product NC(=O)c1cc(-c2ccc(F)cc2F)cc(I)c1O. RXN SMILES: [C:32](=[O:33])([OH:34])[O-:35].[CH3:37][C:38]#[N:39].[F:1][c:2]1[c:3](-[c:9]2[cH:10][c:11]([I:19])[c:12]([OH:18])[c:13]([C:14](=[O:15])[OH:16])[cH:17]2)[cH:4][cH:5][c:6]([F:8])[cH:7]1.[F:20][c:21]1[c:22]([OH:23])[c:24]([F:25])[c:26]([F:27])[c:28]([F:29])[c:30]1[F:31].[NH4+:36].[OH2:40]>>[F:1][c:2]1[c:3](-[c:9]2[cH:10][c:11]([I:19])[c:12]([OH:18])[c:13]([C:14](=[O:15])[NH2:36])[cH:17]2)[cH:4][cH:5][c:6]([F:8])[cH:7]1.